From a dataset of the Open Reaction Database (ORD), a public repository of structured organic reaction records. describe an organic reaction: reactants, conditions, products, and yield The reactants are NC1=NC=2CCC3=C(C2C(N1)=O)C=C(C(=C3)Br)S(=O)(=O)N(CC)CC (3-Amino-8-bromo-N,N,-diethyl-5,6-dihydrobenzo[f]quinazolin-1(2H)-one-9-sulfonamide), BrN1C(CCC1=O)=O (N-Bromosuccinimide), C(C)(=O)O (acetic acid). Run in C(C(C)(C)C)(=O)OC(C(C)(C)C)=O (pivalic anhydride). Product: NC1=NC=2C=CC3=C(C2C(N1)=O)C=C(C(=C3)Br)S(=O)(=O)N(CC)CC (3-amino-8-bromo-N,N-diethyl-1,2-dihydro-1-oxobenzo[f]quinazolin-9-sulfonamide). Yield: 33.2%. As a reaction SMILES: [NH2:1][C:2]1[NH:11][C:10](=[O:12])[C:9]2[C:8]3[CH:13]=[C:14]([S:18]([N:21]([CH2:24][CH3:25])[CH2:22][CH3:23])(=[O:20])=[O:19])[C:15]([Br:17])=[CH:16][C:7]=3[CH2:6][CH2:5][C:4]=2[N:3]=1.BrN1C(=O)CCC1=O.C(O)(=O)C>C(OC(=O)C(C)(C)C)(=O)C(C)(C)C>[NH2:1][C:2]1[NH:11][C:10](=[O:12])[C:9]2[C:8]3[CH:13]=[C:14]([S:18]([N:21]([CH2:24][CH3:25])[CH2:22][CH3:23])(=[O:19])=[O:20])[C:15]([Br:17])=[CH:16][C:7]=3[CH:6]=[CH:5][C:4]=2[N:3]=1. Procedure: 3-Amino-8-bromo-N,N,-diethyl-5,6-dihydrobenzo[f]quinazolin-1(2H)-one-9-sulfonamide (0.165 g,0.39 mmole) was suspended in pivalic anhydride (5 ml) (Aldrich) and heated under nitrogen until dissolved. The solution was heated under reflux for 10 minutes, cooled, and the pivalic anhydride removed in vacuo. The dried solid was dissolved in benzene (20 ml), pyridine (0.05 ml) added, and the solution heated to boiling under nitrogen. N-Bromosuccinimide (0.07 g, 0.47 mmole) was added, and the mixture re... Starting materials: ClC1=C(C(=O)O)C=C(C=C1)I (2-Chloro-5-iodobenzoic acid), C(=O)(N1C=NC=C1)N1C=NC=C1 (1,1′-carbonyldiimidazole), C(=O)=O (CO2), COC1=C(CN)C=CC(=C1)OC (2,4-Dimethoxybenzylamine). Yields the product COC1=C(C=CC(=C1)OC)CNC(C1=C(C=CC(=C1)I)Cl)=O (N-{[2,4-bis(methyloxy)phenyl]methyl}-2-chloro-5-iodobenzamide). As a reaction SMILES: [Cl:1][C:2]1[CH:10]=[CH:9][C:8]([I:11])=[CH:7][C:3]=1[C:4]([OH:6])=O.C(N1C=CN=C1)(N1C=CN=C1)=O.C(=O)=O.[CH3:27][O:28][C:29]1[CH:36]=[C:35]([O:37][CH3:38])[CH:34]=[CH:33][C:30]=1[CH2:31][NH2:32]>C1COCC1>[CH3:27][O:28][C:29]1[CH:36]=[C:35]([O:37][CH3:38])[CH:34]=[CH:33][C:30]=1[CH2:31][NH:32][C:4](=[O:6])[C:3]1[CH:7]=[C:8]([I:11])[CH:9]=[CH:10][C:2]=1[Cl:1]. Run in C1CCOC1 (THF). Reported procedure: 2-Chloro-5-iodobenzoic acid (2 g, 7.08 mmol) in 25 mL THF was treated with 1,1′-carbonyldiimidazole (1.15 g, 7.08 mmol) at ambient temperature until CO2 evolution ceased (˜20 min). 2,4-Dimethoxybenzylamine (1.18 g, 7.08 mmol) was added and stirred at ambient temperature for 16 h. The reaction mixture was concentrated to dryness, partitioned between EtOAc and saturated NaHCO3, the organic phase isolated, dried over MgSO4, filtered and concentrated to give N-{[2,4-bis(methyloxy)phenyl]methyl}-2-ch... Conditions: time 16 hour. The yield is 98.2%. The reactants are O.O.C(C(=O)O)(=O)O (oxalic acid dihydrate), C(C)OC(C(C(O)C1=C(C=C(C=C1)OCC1=CC=CC=C1)OC(C)C)OCC)=O ([rac]-3-(4-benzyloxy-2-isopropoxy-phenyl)-2-ethoxy-3-hydroxy-propionic acid ethyl ester). Reagents/catalysts: [Pd] (Pd/C). Solvent: C(C)(C)O (isopropanol). Reaction conditions: time 24 hour. Yields the product C(C)OC(C(CC1=C(C=C(C=C1)O)OC(C)C)OCC)=O ([rac]-2-Ethoxy-3-(4-hydroxy-2-isopropoxy-phenyl)-propionic acid ethyl ester). RXN SMILES: O.O.C(O)(=O)C(O)=O.[CH2:9]([O:11][C:12](=[O:37])[CH:13]([O:34][CH2:35][CH3:36])[CH:14]([C:16]1[CH:21]=[CH:20][C:19]([O:22]CC2C=CC=CC=2)=[CH:18][C:17]=1[O:30][CH:31]([CH3:33])[CH3:32])O)[CH3:10]>C(O)(C)C.[Pd]>[CH2:9]([O:11][C:12](=[O:37])[CH:13]([O:34][CH2:35][CH3:36])[CH2:14][C:16]1[CH:21]=[CH:20][C:19]([OH:22])=[CH:18][C:17]=1[O:30][CH:31]([CH3:32])[CH3:33])[CH3:10] |f:0.1.2|. Reported procedure: 0.80 g of Pd/C (10%) and 6.0 g of oxalic acid dihydrate were added under argon to 3.20 g (7.95 mmol) of [rac]-3-(4-benzyloxy-2-isopropoxy-phenyl)-2-ethoxy-3-hydroxy-propionic acid ethyl ester [mixture of diastereomers] dissolved in 60 ml of isopropanol. This solution was stirred for 24 hours at room temperature and 50 bar H2. Filtration over dicalite and evaporation of the solvents, followed by flash chromatography (SiO2, hexane/AcOEt=9:1 to 1:1) left 0.69 g (29% of theory) of [rac]-2-ethoxy-3-(... The reactants are O=C1NC=2C(=C3C(=NC2)NC=C3)N1C1C3CC2(CC(CC1C2)C3)C(=O)N (4-(2-Oxo-3,6-dihydroimidazo[4,5-d]pyrrolo[2,3-b]pyridine-1(2H)-yl)adamantan-1-carboxamide), ClC1=NC(=NC(=N1)Cl)Cl (2,4,6-trichloro-1,3,5-triazine), C(O)([O-])=O.[Na+] (sodium hydrogencarbonate). Run in CN(C=O)C (N,N-dimethylformamide). Conditions: time 4 hour. Yields the product O=C1NC=2C(=C3C(=NC2)NC=C3)N1C1C3CC2(CC(CC1C2)C3)C#N (4-(2-oxo-3,6-dihydroimidazo[4,5-d]pyrrolo[2,3-b]pyridine-1(2H)-yl)adamantan-1-carbonitrile). The yield is 45.2%. As a reaction SMILES: [O:1]=[C:2]1[N:13]([CH:14]2[CH:21]3[CH2:22][C:17]4([C:24]([NH2:26])=O)[CH2:18][CH:19]([CH2:23][CH:15]2[CH2:16]4)[CH2:20]3)[C:5]2=[C:6]3[CH:12]=[CH:11][NH:10][C:7]3=[N:8][CH:9]=[C:4]2[NH:3]1.ClC1N=C(Cl)N=C(Cl)N=1.C(=O)([O-])O.[Na+]>CN(C)C=O>[O:1]=[C:2]1[N:13]([CH:14]2[CH:21]3[CH2:22][C:17]4([C:24]#[N:26])[CH2:18][CH:19]([CH2:23][CH:15]2[CH2:16]4)[CH2:20]3)[C:5]2=[C:6]3[CH:12]=[CH:11][NH:10][C:7]3=[N:8][CH:9]=[C:4]2[NH:3]1 |f:2.3|. Procedure: 4-(2-Oxo-3,6-dihydroimidazo[4,5-d]pyrrolo[2,3-b]pyridine-1(2H)-yl)adamantan-1-carboxamide (70 mg) was suspended in N,N-dimethylformamide (1 ml), and 2,4,6-trichloro-1,3,5-triazine (37 mg) was added under ice cooling. The mixture was stirred at ambient temperature for 4 hours. To the reaction solution was added saturated aqueous sodium hydrogencarbonate, and the obtained solid was collected by filtration, washed with water and ethyl acetate to obtain 4-(2-oxo-3,6-dihydroimidazo[4,5-d]pyrrolo[2,3-...